Dataset: the Open Reaction Database (ORD), a public repository of structured organic reaction records. Task: describe an organic reaction: reactants, conditions, products, and yield Starting materials: ClC=1C=C(CC=2C(=NN(C2CC)CCN)CC)C=C(C1)Cl (2-[4-(3,5-Dichlorobenzyl)-3,5-diethyl-1H-pyrazol-1-yl]ethanamine), C(C1=CC=CC=C1)(=O)O (benzoic acid), Cl.CN(CCCN=C=NCC)C (1-(3-dimethylaminopropyl)-3-ethylcarbodiimide hydrochloride). The reagents and catalysts are CN(C1=CC=NC=C1)C (4-dimethylaminopyridine). Run in CN(C=O)C (dimethylformamide). Reaction conditions: time 18 hour. The product is ClC=1C=C(CC=2C(=NN(C2CC)CCNC(C2=CC=CC=C2)=O)CC)C=C(C1)Cl (N-{2-[4-(3,5-Dichlorobenzyl)-3,5-diethyl-1H-pyrazol-1-yl]ethyl}benzamide). Isolated yield 37.2%. RXN SMILES: [Cl:1][C:2]1[CH:3]=[C:4]([CH:18]=[C:19]([Cl:21])[CH:20]=1)[CH2:5][C:6]1[C:7]([CH2:16][CH3:17])=[N:8][N:9]([CH2:13][CH2:14][NH2:15])[C:10]=1[CH2:11][CH3:12].[C:22](O)(=[O:29])[C:23]1[CH:28]=[CH:27][CH:26]=[CH:25][CH:24]=1.Cl.CN(C)CCCN=C=NCC>CN(C)C=O.CN(C)C1C=CN=CC=1>[Cl:1][C:2]1[CH:3]=[C:4]([CH:18]=[C:19]([Cl:21])[CH:20]=1)[CH2:5][C:6]1[C:7]([CH2:16][CH3:17])=[N:8][N:9]([CH2:13][CH2:14][NH:15][C:22](=[O:29])[C:23]2[CH:28]=[CH:27][CH:26]=[CH:25][CH:24]=2)[C:10]=1[CH2:11][CH3:12] |f:2.3|. Procedure details: A solution of the amine of Example 43 (98 mg, 0.30 mmol) in dimethylformamide (3.75 ml) was treated with benzoic acid (41 mg, 0.33 mmol), 1-(3-dimethylaminopropyl)-3-ethylcarbodiimide hydrochloride (64 mg, 0.33 mmol) and 4-dimethylaminopyridine (81 mg, 0.66 mmol) and stirred at room temperature for 18 hours. The solution was concentrated under reduced pressure. The residue was partitioned between dichloromethane and saturated sodium hydrogencarbonate solution. The organic extract was dried over ... Reactants: COC(=O)C1=CC2=C(SC3=C2C=C(C(=C3)NC(C(=C)C3=C(C(=C(C=C3)OC)OC)Cl)=O)C(=O)OC)C=C1Cl (3-Chloro-7-[2-(2-chloro-3,4-dimethoxyphenyl)acryloylamino]dibenzothiophene-2,8-dicarboxylic acid dimethyl ester), CC(C)([O-])C.[K+] (potassium t-butoxide), Cl (hydrochloric acid). Run in CS(=O)C (DMSO). Reaction conditions: temperature 40 celsius, time 1 hour. Product: desired product, ClC=1C(=CC2=C(SC3=C2C=C(C(=C3)NC(C(=C)C3=C(C(=C(C=C3)OC)OC)Cl)=O)C(=O)O)C1)C(=O)O (3-chloro-7-[2-(2-chloro-3,4-di-methoxyphenyl)-acryloylamino]dibenzothiophene-2,8-dicarboxylic acid). Reaction SMILES: C[O:2][C:3]([C:5]1[C:37]([Cl:38])=[CH:36][C:8]2[S:9][C:10]3[CH:15]=[C:14]([NH:16][C:17](=[O:31])[C:18]([C:20]4[CH:25]=[CH:24][C:23]([O:26][CH3:27])=[C:22]([O:28][CH3:29])[C:21]=4[Cl:30])=[CH2:19])[C:13]([C:32]([O:34]C)=[O:33])=[CH:12][C:11]=3[C:7]=2[CH:6]=1)=[O:4].CC(C)([O-])C.[K+].Cl>CS(C)=O>[Cl:38][C:37]1[C:5]([C:3]([OH:4])=[O:2])=[CH:6][C:7]2[C:11]3[CH:12]=[C:13]([C:32]([OH:34])=[O:33])[C:14]([NH:16][C:17](=[O:31])[C:18]([C:20]4[CH:25]=[CH:24][C:23]([O:26][CH3:27])=[C:22]([O:28][CH3:29])[C:21]=4[Cl:30])=[CH2:19])=[CH:15][C:10]=3[S:9][C:8]=2[CH:36]=1 |f:1.2|. Procedure details: To 275 mg of the product of Example 13 was added 4 ml of freshly made 1M potassium t-butoxide in DMSO. The reaction was heated in a 40° C. oil bath and monitored by Mass Spectra for the appearance of product ion. The mixture was poured into 200 ml of cold 1N hydrochloric acid and stirred in the cold for 1 hour. The resulting precipitate was collected, washed with 1N hydrochloric acid and a little water, and dried in vacuo to give the desired product, 3-chloro-7-[2-(2-chloro-3,4-di-methoxyphenyl)... The reactants are CC(C)([O-])C.[K+] (Potassium tert-butoxide), [Cl-].COC[P+](C1=CC=CC=C1)(C1=CC=CC=C1)C1=CC=CC=C1 ((methoxymethyl)triphenylphosphonium chloride), C(C1=CC=CC=C1)C1N(CCC(C1)=O)C(=O)OC(C)(C)C (tert-butyl 2-benzyl-4-oxopiperidine-1-carboxylate). Solvent: C1CCOC1 (THF), C1CCOC1 (THF). Run at time 6 hour. Yields the product C(C1=CC=CC=C1)C1N(CC/C(/C1)=C/OC)C(=O)OC(C)(C)C ((Z)-tert-butyl 2-benzyl-4-(methoxymethylene)piperidine-1-carboxylate). Yield: 34.1%. RXN SMILES: CC(C)([O-])C.[K+].[Cl-].[CH3:8][O:9][CH2:10][P+](C1C=CC=CC=1)(C1C=CC=CC=1)C1C=CC=CC=1.[CH2:30]([CH:37]1[CH2:42][C:41](=O)[CH2:40][CH2:39][N:38]1[C:44]([O:46][C:47]([CH3:50])([CH3:49])[CH3:48])=[O:45])[C:31]1[CH:36]=[CH:35][CH:34]=[CH:33][CH:32]=1>C1COCC1>[CH2:30]([CH:37]1[CH2:42]/[C:41](=[CH:8]\[O:9][CH3:10])/[CH2:40][CH2:39][N:38]1[C:44]([O:46][C:47]([CH3:50])([CH3:49])[CH3:48])=[O:45])[C:31]1[CH:36]=[CH:35][CH:34]=[CH:33][CH:32]=1 |f:0.1,2.3|. Procedure details: Potassium tert-butoxide (4.49 mL, 1M in THF) was added over about 5 minutes to (methoxymethyl)triphenylphosphonium chloride (1.42 g, 4.15 mmol) suspended in anhydrous THF (25 mL) at 0° C. The resulting suspension was stirred at about this temperature for about 45 minutes at which time, tert-butyl 2-benzyl-4-oxopiperidine-1-carboxylate (1.0 g, 3.46 mmol) dissolved in THF (5 mL) was added. The reaction mixture was allowed to warm to ambient and stir for another 6 h. The reaction was quenched by th... The reactants are CCCOc1ccc(Br)cc1-c1nc2c(C)cccc2c(=O)[nH]1, O=C([O-])[O-], CN1CCCC1=O, [Cu], I, [K+], [K+], O, c1c[nH]cn1. The product is CCCOc1ccc(-c2ncc[nH]2)cc1-c1nc2c(C)cccc2c(=O)[nH]1. As a reaction SMILES: [Br:1][c:2]1[cH:3][cH:4][c:5]([O:20][CH2:21][CH2:22][CH3:23])[c:6](-[c:8]2[n:9][c:10]3[c:11]([CH3:19])[cH:12][cH:13][cH:14][c:15]3[c:16](=[O:18])[nH:17]2)[cH:7]1.[C:24](=[O:25])([O-:26])[O-:27].[CH3:38][N:39]1[CH2:40][CH2:41][CH2:42][C:43]1=[O:44].[Cu:36].[I:30].[K+:28].[K+:29].[OH2:37].[nH:31]1[cH:32][n:33][cH:34][cH:35]1>>[c:2]1(-[c:32]2[nH:31][cH:35][cH:34][n:33]2)[cH:3][cH:4][c:5]([O:20][CH2:21][CH2:22][CH3:23])[c:6](-[c:8]2[n:9][c:10]3[c:11]([CH3:19])[cH:12][cH:13][cH:14][c:15]3[c:16](=[O:18])[nH:17]2)[cH:7]1. Reactants: ClCCl (dichloromethane), C(C)(=O)Cl (acetyl chloride), C(C)(C)N(C(C)C)CC (N,N-diisopropylethylamine), [H-].[Na+] (sodium hydride), C1(=CC=CC=C1)C (toluene). Run in C(C)N(CC)CC (triethylamine), N1=CC=CC=C1 (pyridine), O1CCCC1 (tetrahydrofuran), C(C)(=O)OC(C)=O (acetic anhydride). Yields the product C(C)(=O)N1CC=C(C2=CC=CC=C12)C (1-N-acetyl-4-methyl-1,2-dihydroquinoline). RXN SMILES: Cl[CH2:2]Cl.[C:4](Cl)(=[O:6])[CH3:5].[CH:8]([N:11](CC)C(C)C)(C)[CH3:9].[H-].[Na+].[C:19]1([CH3:25])[CH:24]=[CH:23][CH:22]=[CH:21][CH:20]=1>C(OC(=O)C)(=O)C.C(N(CC)CC)C.N1C=CC=CC=1.O1CCCC1>[C:4]([N:11]1[C:24]2[C:19](=[CH:20][CH:21]=[CH:22][CH:23]=2)[C:25]([CH3:2])=[CH:9][CH2:8]1)(=[O:6])[CH3:5] |f:3.4|. Procedure details: Subsequent 1-N-acetylation of the compounds of formula III-a-b can be carried out using standard conditions. In a typical experiment, compounds of formula III-a-b are heated under reflux in acetic anhydride or reacted in a solvent such as dichloromethane, tetrahydrofuran, toluene or pyridine with acetyl chloride in the presence of a base such as N,N-diisopropylethylamine, triethylamine or sodium hydride to give the 1-N-acetyl-4-methyl-1,2-dihydroquinoline derivatives of formula IV-a-b. Starting materials: C(C)(C)(C)N1CCC(CC1)SC=1C=CC2=C(C3=NC(=CN3CCO2)C=2N(N=CN2)C(C)C)C1 (9-(1-tert-butylpiperidin-4-ylsulfanyl)-2-(2-isopropyl-2H-[1,2,4]triazol-3-yl)-4,5-dihydro-6-oxa-1,3a-diazabenzo[e]azulene), C(C)(C)(C)N1CCC(CC1)SC=1C=CC2=C(C=3N(CCO2)C=C(N3)C3=NC=NN3C(C)C)C1 (10-(1-tert-butylpiperidin-4-ylthio)-2-(1-isopropyl-1H-1,2,4-triazol-5-yl)-5,6-dihydrobenzo[f]imidazo[1,2-d][1,4]oxazepine), C1=CC(=CC(=C1)Cl)C(=O)OO (m-CPBA), C(=O)(C(F)(F)F)O (TFA). Run in C(Cl)Cl (DCM), C(Cl)Cl (DCM). Run at time 30 minute. Yields the product C(C)(C)(C)N1CCC(CC1)S(=O)C=1C=CC2=C(C=3N(CCO2)C=C(N3)C3=NC=NN3C(C)C)C1 (10-(1-tert-butylpiperidin-4-ylsulfinyl)-2-(1-isopropyl-1H-1,2,4-triazol-5-yl)-5,6-dihydrobenzo[f]imidazo[1,2-d][1,4]oxazepine). Yield: 78.0%. As a reaction SMILES: [C:1]([N:5]1[CH2:10][CH2:9][CH:8]([S:11][C:12]2[CH:13]=[CH:14][C:15]3[O:24][CH2:23][CH2:22][N:21]4[C:17](=[N:18][C:19]([C:25]5[N:26]([CH:30]([CH3:32])[CH3:31])[N:27]=[CH:28][N:29]=5)=[CH:20]4)[C:16]=3[CH:33]=2)[CH2:7][CH2:6]1)([CH3:4])([CH3:3])[CH3:2].C(O)(C(F)(F)F)=[O:35].C1C=C(Cl)C=C(C(OO)=O)C=1>C(Cl)Cl>[C:1]([N:5]1[CH2:10][CH2:9][CH:8]([S:11]([C:12]2[CH:13]=[CH:14][C:15]3[O:24][CH2:23][CH2:22][N:21]4[CH:20]=[C:19]([C:25]5[N:26]([CH:30]([CH3:31])[CH3:32])[N:27]=[CH:28][N:29]=5)[N:18]=[C:17]4[C:16]=3[CH:33]=2)=[O:35])[CH2:7][CH2:6]1)([CH3:4])([CH3:2])[CH3:3]. Reported procedure: To a solution of 9-(1-tert-butylpiperidin-4-ylsulfanyl)-2-(2-isopropyl-2H-[1,2,4]triazol-3-yl)-4,5-dihydro-6-oxa-1,3a-diazabenzo[e]azulene, also named as 10-(1-tert-butylpiperidin-4-ylthio)-2-(1-isopropyl-1H-1,2,4-triazol-5-yl)-5,6-dihydrobenzo[f]imidazo[1,2-d][1,4]oxazepine 139 (280 mg, 0.60 mmol) in DCM (30 mL) at 0° C. was added TFA (139 μL, 1.81 mmol) followed by a solution of m-CPBA (114 mg, 0.66 mmol) in DCM (10 mL). The resulting mixture was stirred for 30 min then washed with a saturated... The reactants are NC=1SC(=CC1C(=O)OCC)C1=CC=C(C=C1)F (ethyl 2-amino-5-(4-fluorophenyl)- 3-thiophene carboxylate), [OH-].[Na+] (sodium hydroxide). The solvent is C(C)O (ethanol). The product is NC=1SC(=CC1C(=O)O)C1=CC=C(C=C1)F (2-amino-5-(4-fluorophenyl)- 3-thiophene carboxylic acid). Reaction SMILES: [NH2:1][C:2]1[S:3][C:4]([C:12]2[CH:17]=[CH:16][C:15]([F:18])=[CH:14][CH:13]=2)=[CH:5][C:6]=1[C:7]([O:9]CC)=[O:8].[OH-].[Na+]>C(O)C>[NH2:1][C:2]1[S:3][C:4]([C:12]2[CH:17]=[CH:16][C:15]([F:18])=[CH:14][CH:13]=2)=[CH:5][C:6]=1[C:7]([OH:9])=[O:8] |f:1.2|. Procedure: A mixture of ethyl 2-amino-5-(4-fluorophenyl)- 3-thiophene carboxylate (2g), sodium hydroxide (1g) and ethanol (20 ml) was refluxed for 5 hours, cooled and then concentrated. The solid residue was dissolved in water, filtered and acidified at 0°C. The light brown precipitate was collected by filtration to give pure 2-amino-5-(4-fluorophenyl)- 3-thiophene carboxylic acid, m.p. 172°-4°.